Task: describe an organic reaction: reactants, conditions, products, and yield. Dataset: the Open Reaction Database (ORD), a public repository of structured organic reaction records Reactants: O=C(Nc1ccc(F)cc1)c1ccc(Br)nc1, CC(C)(C)OC(=O)CO, C1CCOC1, CC(C)(C)[O-], CCOC(C)=O, [K+]. Yields the product CC(C)(C)OC(=O)COc1ccc(C(=O)Nc2ccc(F)cc2)cn1. RXN SMILES: [Br:1][c:2]1[n:3][cH:4][c:5]([C:6](=[O:7])[NH:8][c:9]2[cH:10][cH:11][c:12]([F:15])[cH:13][cH:14]2)[cH:16][cH:17]1.[C:18]([CH2:19][OH:20])(=[O:21])[O:22][C:23]([CH3:24])([CH3:25])[CH3:26].[CH2:33]1[O:34][CH2:35][CH2:36][CH2:37]1.[CH3:27][C:28]([CH3:29])([O-:30])[CH3:31].[CH3:38][CH2:39][O:40][C:41](=[O:42])[CH3:43].[K+:32]>>[c:2]1([O:20][CH2:19][C:18](=[O:21])[O:22][C:23]([CH3:24])([CH3:25])[CH3:26])[n:3][cH:4][c:5]([C:6](=[O:7])[NH:8][c:9]2[cH:10][cH:11][c:12]([F:15])[cH:13][cH:14]2)[cH:16][cH:17]1. Reactants: Cl.O=C1NCN(C12CCN(CC2)CCCCN2C(C1=CC=CC=3C1=C(C2=O)C=CC3)=O)C3=CC=CC=C3 (2-[4-(4-Oxo-1-phenyl-1,3,8-triazaspiro[4.5]decan-8-yl)butyl]-1H-benz[de]isoquinoline-1,3(2H)-dione, hydrochloride), BrCCCCCN1C(C2=CC=CC=3C2=C(C1=O)C=CC3)=O (2-(5-bromopentyl)-1H-benz[de]isoquinoline-1,3(2H)-dione), BrCCCCN1C(C2=CC=CC=3C2=C(C1=O)C=CC3)=O (2-(4-bromobutyl)-1H-benz[de]isoquinoline-1,3(2H)-dione). Yields the product Cl.O=C1NCN(C12CCN(CC2)CCCCCN2C(C1=CC=CC=3C1=C(C2=O)C=CC3)=O)C3=CC=CC=C3 (2-[5-(4-Oxo-1-phenyl-1,3,8-triazaspiro[4.5]decan-8-yl)pentyl]-1H-benz[de]isoquinoline-1,3(2H)-dione, hydrochloride). Reaction SMILES: [ClH:1].[O:2]=[C:3]1[C:7]2([CH2:12][CH2:11][N:10]([CH2:13][CH2:14]CCN3C(=O)C4C=CC=C5C=4C(=CC=C5)C3=O)[CH2:9][CH2:8]2)[N:6]([C:32]2[CH:37]=[CH:36][CH:35]=[CH:34][CH:33]=2)[CH2:5][NH:4]1.BrCC[CH2:41][CH2:42][CH2:43][N:44]1[C:53](=[O:54])[C:52]2[CH:55]=[CH:56][CH:57]=[C:50]3[C:51]=2[C:46](=[CH:47][CH:48]=[CH:49]3)[C:45]1=[O:58].BrCCCCN1C(=O)C2C=CC=C3C=2C(=CC=C3)C1=O>>[ClH:1].[O:2]=[C:3]1[C:7]2([CH2:8][CH2:9][N:10]([CH2:13][CH2:14][CH2:41][CH2:42][CH2:43][N:44]3[C:53](=[O:54])[C:52]4[CH:55]=[CH:56][CH:57]=[C:50]5[C:51]=4[C:46](=[CH:47][CH:48]=[CH:49]5)[C:45]3=[O:58])[CH2:11][CH2:12]2)[N:6]([C:32]2[CH:37]=[CH:36][CH:35]=[CH:34][CH:33]=2)[CH2:5][NH:4]1 |f:0.1,4.5|. Procedure: Following the procedure of part (b) of example 26 but substituting 2-(5-bromopentyl)-1H-benz[de]isoquinoline-1,3(2H)-dione for the 2-(4-bromobutyl)-1H-benz[de]isoquinoline-1,3(2H)-dione, one obtains the titled compound. Starting materials: CNc1nc(C)nc2cc(C3=NNC(=O)CC3C)ccc12, CS(C)=O, NCc1ccccc1. Product: Cc1nc(NCc2ccccc2)c2ccc(C3=NNC(=O)CC3C)cc2n1. As a reaction SMILES: [CH3:1][CH:2]1[CH2:3][C:4](=[O:21])[NH:5][N:6]=[C:7]1[c:8]1[cH:9][cH:10][c:11]2[c:12]([NH:19][CH3:20])[n:13][c:14]([CH3:18])[n:15][c:16]2[cH:17]1.[CH3:30][S:31]([CH3:32])=[O:33].[NH2:22][CH2:23][c:24]1[cH:25][cH:26][cH:27][cH:28][cH:29]1>>[CH3:1][CH:2]1[CH2:3][C:4](=[O:21])[NH:5][N:6]=[C:7]1[c:8]1[cH:9][cH:10][c:11]2[c:12]([NH:19][CH2:20][c:24]3[cH:25][cH:26][cH:27][cH:28][cH:29]3)[n:13][c:14]([CH3:18])[n:15][c:16]2[cH:17]1. The reactants are OC1=CC=C2C(C(=COC2=C1)C1=CC=CC=C1)=O (7-hydroxyisoflavone), [H-].[Na+] (sodium hydride), O (water), C(C(C)(C)C)(=O)Cl (pivaloyl chloride). Run in CN(C=O)C (N,N-dimethylformamide). Conditions: time 10 minute. Yields the product C(C(C)(C)C)(=O)OC1=CC=C2C(C(=COC2=C1)C1=CC=CC=C1)=O (7-pivaloyloxyisoflavone). RXN SMILES: [OH:1][C:2]1[CH:11]=[C:10]2[C:5]([C:6](=[O:18])[C:7]([C:12]3[CH:17]=[CH:16][CH:15]=[CH:14][CH:13]=3)=[CH:8][O:9]2)=[CH:4][CH:3]=1.[H-].[Na+].[C:21](Cl)(=[O:26])[C:22]([CH3:25])([CH3:24])[CH3:23].O>CN(C)C=O>[C:21]([O:1][C:2]1[CH:11]=[C:10]2[C:5]([C:6](=[O:18])[C:7]([C:12]3[CH:17]=[CH:16][CH:15]=[CH:14][CH:13]=3)=[CH:8][O:9]2)=[CH:4][CH:3]=1)(=[O:26])[C:22]([CH3:25])([CH3:24])[CH3:23] |f:1.2|. Procedure details: To a solution of 7 g of 7-hydroxyisoflavone in 190 ml of N,N-dimethylformamide, 2 g of sodium hydride (80% in paraffin oil) were added. The mixture was stirred for 10 minutes, then 4.2 g of pivaloyl chloride were dropped in 1 minute, under vigorous stirring. After 20 minutes at r.t. the mixture was poured into water (400 ml), the precipitate was filtered, washed with water (1000 ml) and dissolved in chloroform (800 ml). The organic solution was dried over sodium sulphate and evaporated to drynes... The reactants are FC1=C(C=CC=C1)NN (2-Fluorophenyl hydrazine), FC1=C(C=CC=C1)C(CC(=O)OCC)=O (ethyl 3-(2-fluorophenyl)-3-oxopropanoate). The solvent is C(C)(=O)O (acetic acid). Run at time 3 hour. Product: FC1=C(C=CC=C1)N1N=C(CC1=O)C1=C(C=CC=C1)F (2,5-bis(2-fluorophenyl)-2,4-dihydro-3H-pyrazol-3-one). As a reaction SMILES: [F:1][C:2]1[CH:7]=[CH:6][CH:5]=[CH:4][C:3]=1[NH:8][NH2:9].[F:10][C:11]1[CH:16]=[CH:15][CH:14]=[CH:13][C:12]=1[C:17](=O)[CH2:18][C:19](OCC)=[O:20]>C(O)(=O)C>[F:1][C:2]1[CH:7]=[CH:6][CH:5]=[CH:4][C:3]=1[N:8]1[C:19](=[O:20])[CH2:18][C:17]([C:12]2[CH:13]=[CH:14][CH:15]=[CH:16][C:11]=2[F:10])=[N:9]1. Procedure: 2-Fluorophenyl hydrazine (1.26 g, 9.99 mmol) and ethyl 3-(2-fluorophenyl)-3-oxopropanoate (2.10 g, 9.99 mmol, 1 equiv) were combined in acetic acid (20 mL) and placed into an oil bath preheated at 120° C. for 3 hours. The mixture was cooled of ambient temperature and concentrated in vacuo. The residue was concentrated from toluene (3×50 mL), providing the titled compound.